Dataset: the Open Reaction Database (ORD), a public repository of structured organic reaction records. Task: describe an organic reaction: reactants, conditions, products, and yield RXN SMILES: C(OC([NH:8][C@H:9]([C:22](=[O:30])[NH:23][C:24]1[N:25]([CH3:29])[CH:26]=[CH:27][N:28]=1)[CH2:10][CH2:11][C:12]([O:14][CH2:15]C1C=CC=CC=1)=[O:13])=O)(C)(C)C.[ClH:31].CO>CO>[ClH:31].[ClH:31].[NH2:8][C@H:9]([C:22](=[O:30])[NH:23][C:24]1[N:25]([CH3:29])[CH:26]=[CH:27][N:28]=1)[CH2:10][CH2:11][C:12]([O:14][CH3:15])=[O:13] |f:1.2,4.5.6|. Procedure details: Benzyl (4S)-4-t-butoxycarbonylamino-4-[(1-methylimidazol-2-yl)carbamoyl]butyrate (113 mg) was dissolved in methanol (2.7 ml), and 20% hydrochloric acid-methanol (1.8 ml) was added. The mixture was stirred at room temperature for 2 hours. The solvent was evaporated under reduced pressure. The residue was triturated in ether, separated by filtration, washed with ether, and dried to give the title compound (83 mg). The solvent is CO (methanol). Starting materials: C(C)(C)(C)OC(=O)N[C@@H](CCC(=O)OCC1=CC=CC=C1)C(NC=1N(C=CN1)C)=O (Benzyl (4S)-4-t-butoxycarbonylamino-4-[(1-methylimidazol-2-yl)carbamoyl]butyrate), Cl.CO (hydrochloric acid methanol). Product: Cl.Cl.N[C@@H](CCC(=O)OC)C(NC=1N(C=CN1)C)=O (methyl (4S)-4-amino-4-[(1-methylimidazol-2-yl)carbamoyl]butyrate dihydrochloride). Conditions: time 2 hour. The reactants are C(C)SC1=NNC=N1 (3-ethylthio-1,2,4-triazole), C(CC)NCCC (dipropylamine), C(=O)(Cl)Cl (phosgene), C(C)SC1=NN(C=N1)C(=O)Cl (3-ethylthio-1,2,4-triazole-1-carbonyl chloride). Run in N1=CC=CC=C1 (pyridine), O1CCCC1 (tetrahydrofuran), O1CCCC1 (tetrahydrofuran), N1=CC=CC=C1 (pyridine), O1CCCC1 (tetrahydrofuran). Conditions: time 0.5 hour. Yields the product C(CC)N(C(=O)N1N=C(N=C1)SCC)CCC (1-dipropylcarbamoyl-3-ethylthio-1,2,4-triazole). As a reaction SMILES: C(SC1N=CNN=1)C.C(Cl)(Cl)=O.[CH2:13]([S:15][C:16]1[N:20]=[CH:19][N:18]([C:21](Cl)=[O:22])[N:17]=1)[CH3:14].[CH2:24]([NH:27][CH2:28][CH2:29][CH3:30])[CH2:25][CH3:26]>O1CCCC1.N1C=CC=CC=1>[CH2:24]([N:27]([CH2:28][CH2:29][CH3:30])[C:21]([N:18]1[CH:19]=[N:20][C:16]([S:15][CH2:13][CH3:14])=[N:17]1)=[O:22])[CH2:25][CH3:26]. Reported procedure: A solution of 25.8 g. 3-ethylthio-1,2,4-triazole and 15.8 g. dry pyridine in 100 ml. dry tetrahydrofuran was added dropwise to 200 ml. of a 10% w/v solution of phosgene in dry tetrahydrofuran (20 g. phosgene, 1 molecular proportion), with stirring and cooling to maintain the reaction temperature at 25° - 30° C. The mixture was stirred at 25° - 30° C. for a further period of 0.5 hour, and was then filtered to remove pyridine hydrochloride formed in the reaction. To the resulting solution of 3-eth... Starting materials: N\C(=C/C(=O)OCC)\C (ethyl 3-aminocrotonate), C(CC(=O)C)(=O)OCC=C (allyl acetoacetate), C(#C)C=1C=C(C=O)C=CC1 (3-ethynylbenzaldehyde), C(C)O (ethyl alcohol). Run at temperature 80 celsius. The product is C(C)OC(=O)C=1C(C(=C(NC1C)C)C(=O)OCC=C)C1=CC(=CC=C1)C#C (5-Ethoxycarbonyl-3-allyloxycarbonyl-1,4-dihydro-2,6-dimethyl-4-(3-ethynylphenyl)pyridine), crystal. The yield is 61.5%. RXN SMILES: [C:1]([C:3]1[CH:4]=C([CH:8]=[CH:9][CH:10]=1)C=O)#[CH:2].[NH2:11]/[C:12](/[CH3:19])=[CH:13]\[C:14]([O:16][CH2:17][CH3:18])=[O:15].[C:20]([O:26][CH2:27][CH:28]=[CH2:29])(=[O:25])[CH2:21][C:22]([CH3:24])=O.[CH2:30](O)[CH3:31]>>[CH2:17]([O:16][C:14]([C:13]1[CH:22]([C:24]2[CH:8]=[CH:9][CH:10]=[C:3]([C:1]#[CH:2])[CH:4]=2)[C:21]([C:20]([O:26][CH2:27][CH:28]=[CH2:29])=[O:25])=[C:30]([CH3:31])[NH:11][C:12]=1[CH3:19])=[O:15])[CH3:18]. Reported procedure: In 20 ml of ethyl alcohol was dissolved 1.95 g (15 mmol) of 3-ethynylbenzaldehyde. Thereto were added 1.95 g (15 mmol) of ethyl 3-aminocrotonate and 2.1 g (15 mmol) of allyl acetoacetate, and the admixture was stirred with heating for 16 hours at 80° C. After completing the reaction, the reaction mixture was concentrated to give precipitate. After washing the obtained precipitate with ether, the precipitate was recrystallized from the mixture solution of n-pentane and diethyl ether (n-pentane : ... Reactants: C1=CC=CC=2OC3=CC=CC=C3NC12 (phenoxazine), O (water), [H-].[Na+] (sodium hydride), C1(=CC=CC=C1)C(C)Cl (α-phenylethyl chloride). Solvent: CN(C=O)C (dimethylformamide), CN(C=O)C (dimethylformamide). Reaction conditions: time 30 minute. Yields the product C1(=CC=CC=C1)C(C)N1C2=CC=CC=C2OC=2C=CC=CC12 (N-α-Phenylethylphenoxazine). As a reaction SMILES: [CH:1]1[C:14]2[NH:13][C:12]3[C:7](=[CH:8][CH:9]=[CH:10][CH:11]=3)[O:6][C:5]=2[CH:4]=[CH:3][CH:2]=1.[H-].[Na+].[C:17]1([CH:23](Cl)[CH3:24])[CH:22]=[CH:21][CH:20]=[CH:19][CH:18]=1.O>CN(C)C=O>[C:17]1([CH:23]([N:13]2[C:14]3[CH:1]=[CH:2][CH:3]=[CH:4][C:5]=3[O:6][C:7]3[C:12]2=[CH:11][CH:10]=[CH:9][CH:8]=3)[CH3:24])[CH:22]=[CH:21][CH:20]=[CH:19][CH:18]=1 |f:1.2|. Reported procedure: A solution of phenoxazine 76 g, 0.417 mol (Aldrich Chemical Co., Milwaukee, WI, Cat. No. P1,585-8) in dry dimethylformamide (120 ml) was added to a stirred suspension of sodium hydride (22 g, 0.458 mol, 50% suspension in mineral oil) in dry dimethylformamide (500 ml). After 1 hour at room temperature α-phenylethyl chloride (59 g, 0.43 mol) was added dropwise and when the addition was completed, stirring was continued for another 30 min. The solution was poured into water, the product extracted w... Starting materials: C1CCOC1, CI, Cc1cc(C(O)C2CCCCC2)c(CN(Cc2cc(C(F)(F)F)cc(C(F)(F)F)c2)c2nnn(C)n2)cc1C(F)(F)F, [H-], [Na+]. Product: COC(c1cc(C)c(C(F)(F)F)cc1CN(Cc1cc(C(F)(F)F)cc(C(F)(F)F)c1)c1nnn(C)n1)C1CCCCC1. RXN SMILES: [CH2:47]1[O:48][CH2:49][CH2:50][CH2:51]1.[CH3:45][I:46].[F:1][C:2]([c:3]1[cH:4][c:5]([CH2:6][N:7]([c:8]2[n:9][n:10][n:11]([CH3:13])[n:12]2)[CH2:14][c:15]2[c:16]([CH:26]([OH:27])[CH:28]3[CH2:29][CH2:30][CH2:31][CH2:32][CH2:33]3)[cH:17][c:18]([CH3:25])[c:19]([C:21]([F:22])([F:23])[F:24])[cH:20]2)[cH:34][c:35]([C:37]([F:38])([F:39])[F:40])[cH:36]1)([F:41])[F:42].[H-:43].[Na+:44]>>[F:1][C:2]([c:3]1[cH:4][c:5]([CH2:6][N:7]([c:8]2[n:9][n:10][n:11]([CH3:13])[n:12]2)[CH2:14][c:15]2[c:16]([CH:26]([O:27][CH3:45])[CH:28]3[CH2:29][CH2:30][CH2:31][CH2:32][CH2:33]3)[cH:17][c:18]([CH3:25])[c:19]([C:21]([F:22])([F:23])[F:24])[cH:20]2)[cH:34][c:35]([C:37]([F:38])([F:39])[F:40])[cH:36]1)([F:41])[F:42]. Starting materials: O=C1CCC(=O)N1Br, O=C(CBr)c1ccc(OCc2ccccc2)cc1OCc1ccccc1, CN(C)C=O. Product: O=C(CBr)c1cc(Br)c(OCc2ccccc2)cc1OCc1ccccc1. RXN SMILES: [Br:1][N:2]1[C:3](=[O:4])[CH2:5][CH2:6][C:7]1=[O:8].[CH2:9]([c:10]1[cH:11][cH:12][cH:13][cH:14][cH:15]1)[O:16][c:17]1[c:18]([C:31]([CH2:32][Br:33])=[O:34])[cH:19][cH:20][c:21]([O:23][CH2:24][c:25]2[cH:26][cH:27][cH:28][cH:29][cH:30]2)[cH:22]1.[CH3:35][N:36]([CH3:37])[CH:38]=[O:39]>>[Br:1][c:20]1[cH:19][c:18]([C:31]([CH2:32][Br:33])=[O:34])[c:17]([O:16][CH2:9][c:10]2[cH:11][cH:12][cH:13][cH:14][cH:15]2)[cH:22][c:21]1[O:23][CH2:24][c:25]1[cH:26][cH:27][cH:28][cH:29][cH:30]1. Reactants: C(Cl)Cl (DCM), C(Cl)Cl (DCM), C(C)(C)(C)OC(=O)NCC(=O)O (2-((tert-butoxycarbonyl)amino)acetic acid), C(=O)(O)[O-].[Na+] (NaHCO3). Run in O (H2O). Yields the product C(C)(C)(C)OC(=O)NCC(=O)OCCl (chloromethyl 2-((tert-butoxycarbonyl)amino)acetate), oil. Isolated yield 71.3%. Reaction SMILES: [C:1]([O:5][C:6]([NH:8][CH2:9][C:10]([OH:12])=[O:11])=[O:7])([CH3:4])([CH3:3])[CH3:2].C([O-])(O)=O.[Na+].[CH2:18](Cl)[Cl:19]>O>[C:1]([O:5][C:6]([NH:8][CH2:9][C:10]([O:12][CH2:18][Cl:19])=[O:11])=[O:7])([CH3:4])([CH3:2])[CH3:3] |f:1.2|. Procedure details: The title compound was prepared according to the procedure as described in Example 17 Step 1 using 2-((tert-butoxycarbonyl)amino)acetic acid (1 g, 5.7 mmol) in DCM (25 mL) and H2O (25 mL), NaHCO3 (1.92 g, 22.8 mmol), TBAHSO4 (194 mg, 0.57 mmol) and a solution of chloromethyl sulfochloridate (693 mL, 6.8 mmol) in DCM (5 mL). The title compound was obtained as colorless oil (911 mg, 71.3%). Starting materials: O=C([O-])[O-], Cc1ccc(S(=O)(=O)OC2CCOC2)cc1, CN(C)C=O, OCC1OC(O)(c2ccc(Cl)c(Cc3ccc(O)cc3)c2)C(O)C(O)C1O, [Cs+], [Cs+]. Yields the product OCC1OC(O)(c2ccc(Cl)c(Cc3ccc(OC4CCOC4)cc3)c2)C(O)C(O)C1O. Reaction SMILES: [C:44](=[O:45])([O-:46])[O-:47].[CH3:1][c:2]1[cH:3][cH:4][c:5]([S:6]([O:7][CH:12]2[CH2:13][O:14][CH2:15][CH2:16]2)(=[O:8])=[O:9])[cH:10][cH:11]1.[CH3:50][N:51]([CH3:52])[CH:53]=[O:54].[Cl:17][c:18]1[c:19]([CH2:36][c:37]2[cH:38][cH:39][c:40]([OH:43])[cH:41][cH:42]2)[cH:20][c:21]([C:24]2([OH:25])[CH:26]([OH:27])[CH:28]([OH:29])[CH:30]([OH:31])[CH:32]([CH2:34][OH:35])[O:33]2)[cH:22][cH:23]1.[Cs+:48].[Cs+:49]>>[CH:12]1([O:43][c:40]2[cH:39][cH:38][c:37]([CH2:36][c:19]3[c:18]([Cl:17])[cH:23][cH:22][c:21]([C:24]4([OH:25])[CH:26]([OH:27])[CH:28]([OH:29])[CH:30]([OH:31])[CH:32]([CH2:34][OH:35])[O:33]4)[cH:20]3)[cH:42][cH:41]2)[CH2:13][O:14][CH2:15][CH2:16]1.